This data is from the Open Reaction Database (ORD), a public repository of structured organic reaction records. The task is: describe an organic reaction: reactants, conditions, products, and yield The reactants are CC1=CC=CC=2C3=CC=CC=C3CC12 (1-Methylfluorene), [Li]CCCC (BuLi), solution, hexanes, BrC1OCCO1 (2-bromo-1.3-dioxolane), C(C)(=O)OCC.CCCCCC (ethyl acetate hexane). Run in C1CCOC1 (THF). Run at temperature -78 celsius, time 2 hour. Yields the product CC1=CC=CC=2C3=CC=CC=C3C(C12)CCC1OCCO1 (2-[2-(1-Methylfluoren-9-yl)ethyl]-1.3-dioxolane). Isolated yield 96.6%. As a reaction SMILES: [CH3:1][C:2]1[C:14]2[CH2:13][C:12]3[C:7](=[CH:8][CH:9]=[CH:10][CH:11]=3)[C:6]=2[CH:5]=[CH:4][CH:3]=1.[Li][CH2:16][CH2:17][CH2:18]C.BrC1[O:25][CH2:24][CH2:23][O:22]1.C(OCC)(=O)C.CCCCCC>C1COCC1>[CH3:1][C:2]1[C:14]2[CH:13]([CH2:18][CH2:17][CH:16]3[O:25][CH2:24][CH2:23][O:22]3)[C:12]3[C:7](=[CH:8][CH:9]=[CH:10][CH:11]=3)[C:6]=2[CH:5]=[CH:4][CH:3]=1 |f:3.4|. Procedure details: 1-Methylfluorene (3.2 g, 18.0 mmol) in 50 mL THF was charged with BuLi, 2.35M solution in hexanes (7.65 mL, 18.0 mmol) at -78° C. The reaction mixture was stirred for 2 hr at -78° C. then 2-bromo-1.3-dioxolane (3.6 g, 19.8 mmol) was added by a syringe. The reaction was monitored by TLC (silica, 10% ethyl acetate/hexane). The reaction mixture was stirred for 2 hr at room temperature then the THF was evaporated. The residue was dissolved in ethyl acetate. The solution was washed with water, dried ... Reactants: BrBr, CC(=O)O, CCOC(=O)c1ccc2c(c1)CCC(C)(C)O2. The product is CCOC(=O)c1cc(Br)c2c(c1)CCC(C)(C)O2. Reaction SMILES: [Br:18][Br:19].[C:20]([OH:21])(=[O:22])[CH3:23].[CH3:1][C:2]1([CH3:17])[O:3][c:4]2[cH:5][cH:6][c:7]([C:12](=[O:13])[O:14][CH2:15][CH3:16])[cH:8][c:9]2[CH2:10][CH2:11]1>>[CH3:1][C:2]1([CH3:17])[O:3][c:4]2[c:5]([Br:18])[cH:6][c:7]([C:12](=[O:13])[O:14][CH2:15][CH3:16])[cH:8][c:9]2[CH2:10][CH2:11]1. Product: Cl.ClC1=C(C2=C(CCNCC2)C=C1)SC(C)C1=NC(=CC=C1)C (7-Chloro-6-[1-(6-methylpyridin-2-yl)-ethylthio]-2,3,4,5-tetrahydro-1H-benzo[d]azepine Hydrochloride). As a reaction SMILES: C(OC([N:8]1[CH2:14][CH2:13][C:12]2[C:15]([S:20]C(=O)N(C)C)=[C:16]([Cl:19])[CH:17]=[CH:18][C:11]=2[CH2:10][CH2:9]1)=O)(C)(C)C.[CH3:26][C:27]1[N:32]=[C:31]([C@H:33](OS(C)(=O)=O)[CH3:34])[CH:30]=[CH:29][CH:28]=1>>[ClH:19].[Cl:19][C:16]1[CH:17]=[CH:18][C:11]2[CH2:10][CH2:9][NH:8][CH2:14][CH2:13][C:12]=2[C:15]=1[S:20][CH:33]([C:31]1[CH:30]=[CH:29][CH:28]=[C:27]([CH3:26])[N:32]=1)[CH3:34] |f:2.3|. Reactants: C(C)(C)(C)OC(=O)N1CCC2=C(CC1)C(=C(C=C2)Cl)SC(N(C)C)=O (3-tert-butoxycarbonyl-7-chloro-6-dimethylcarbamoylthio-2,3,4,5-tetrahydro-1H-benzo[d]azepine), CC1=CC=CC(=N1)[C@@H](C)OS(=O)(=O)C ((R)-methanesulfonic acid 1-(6-methyl-pyridin-2-yl)-ethyl ester). Reported procedure: Use a method similar to the Preparation 177, except that the alkylation is conducted at 0° C., to react 3-tert-butoxycarbonyl-7-chloro-6-dimethylcarbamoylthio-2,3,4,5-tetrahydro-1H-benzo[d]azepine with (R)-methanesulfonic acid 1-(6-methyl-pyridin-2-yl)-ethyl ester. Use a method similar to the General Procedure 1-5, basic workup, and a method similar to the General Procedure 2-2 to give the title compound as a white solid. MS (APCI+) m/z: 333 (M+H)+; ee >97%, tR=6.53 min. (Chiral HPLC: Chiralpak ... Reactants: NC=1SC2=C(N1)C=CC(=C2)OCCC (2-amino-6-n-propoxybenzothiazole), ClC(=O)OCC (ethyl chloroformate), ice water. The solvent is N1=CC=CC=C1 (pyridine). Run at time 8 hour. Yields the product C(C)OC(NC=1SC2=C(N1)C=CC(=C2)OCCC)=O (ethyl-6-n-propoxybenzothiazole-2-carbamate). RXN SMILES: [NH2:1][C:2]1[S:3][C:4]2[CH:10]=[C:9]([O:11][CH2:12][CH2:13][CH3:14])[CH:8]=[CH:7][C:5]=2[N:6]=1.Cl[C:16]([O:18][CH2:19][CH3:20])=[O:17]>N1C=CC=CC=1>[CH2:19]([O:18][C:16](=[O:17])[NH:1][C:2]1[S:3][C:4]2[CH:10]=[C:9]([O:11][CH2:12][CH2:13][CH3:14])[CH:8]=[CH:7][C:5]=2[N:6]=1)[CH3:20]. Procedure details: To a chilled solution of 10.4 g. 2-amino-6-n-propoxybenzothiazole in 50 ml dry pyridine is dropwise added 6 g. ethyl chloroformate with stirring. The mixture is then allowed to stand at room temperature for 8 hrs. It is poured in 200 g. of ice water and stirred for 30 mins. The white solid product is separated by filtration and dried. Crystallization from ethanol gave 12 g. of the product. m.p. 175°-177° C. Reactants: C1(CC1)C(CC(=O)OCC)(C)NS(=O)C(C)(C)C (ethyl 3-cyclopropyl-3-(1,1-dimethylethylsulfinamido)butanoate), CO (methanol), N (ammonia). Conditions: temperature 45 celsius, time 8 hour. The product is C(C)(C)(C)S(=O)NC(CC(=O)N)(C)C1CC1 (3-(tert-butylsulfinylamino)-3-cyclopropyl-butanamide). Isolated yield 15.0%. As a reaction SMILES: [CH:1]1([C:4]([NH:12][S:13]([C:15]([CH3:18])([CH3:17])[CH3:16])=[O:14])([CH3:11])[CH2:5][C:6](OCC)=[O:7])[CH2:3][CH2:2]1.CO.[NH3:21]>>[C:15]([S:13]([NH:12][C:4]([CH:1]1[CH2:3][CH2:2]1)([CH3:11])[CH2:5][C:6]([NH2:21])=[O:7])=[O:14])([CH3:18])([CH3:17])[CH3:16]. Procedure details: A solution of ethyl 3-cyclopropyl-3-(1,1-dimethylethylsulfinamido)butanoate (1.16 g, 4.21 mmol) in ammonia 7N in methanol (20 ml, 140 mmol) in a microwave sealed tube was stirred at 45° C. overnight. The volatiles were removed in vacuo and the residue was directly purified by flash chromatography on silica eluting with a gradient of dichloromethane/methanol to yield the title compound (155 mg, 15%); MS (ESI, m/z): 247.2 (M+H+). RXN SMILES: [CH3:1][c:2]1[cH:3][cH:4][c:5](-[c:8]2[c:9]([C:14](=[O:15])[NH:16][c:17]3[cH:18][cH:19][c:20]([C:21](=[O:22])[N:23]([c:24]4[c:25]([O:30][CH2:31][CH2:32][CH2:33][CH2:34][CH2:35][NH:36][C:37]([O:39][c:38]5[cH:40][cH:41][cH:42][cH:43][cH:44]5)=[O:45])[cH:26][cH:27][cH:28][cH:29]4)[CH3:46])[cH:47][cH:48]3)[cH:10][cH:11][cH:12][cH:13]2)[cH:6][cH:7]1.[CH3:49][N:50]1[CH2:51][CH2:52][NH:53][CH2:54][CH2:55]1.[CH3:56][N:57]([CH3:58])[CH:59]=[O:60]>>[CH3:1][c:2]1[cH:3][cH:4][c:5](-[c:8]2[c:9]([C:14](=[O:15])[NH:16][c:17]3[cH:18][cH:19][c:20]([C:21](=[O:22])[N:23]([c:24]4[c:25]([O:30][CH2:31][CH2:32][CH2:33][CH2:34][CH2:35][NH:36][C:37](=[O:39])[N:53]5[CH2:52][CH2:51][N:50]([CH3:49])[CH2:55][CH2:54]5)[cH:26][cH:27][cH:28][cH:29]4)[CH3:46])[cH:47][cH:48]3)[cH:10][cH:11][cH:12][cH:13]2)[cH:6][cH:7]1. Yields the product Cc1ccc(-c2ccccc2C(=O)Nc2ccc(C(=O)N(C)c3ccccc3OCCCCCNC(=O)N3CCN(C)CC3)cc2)cc1. Reactants: Cc1ccc(-c2ccccc2C(=O)Nc2ccc(C(=O)N(C)c3ccccc3OCCCCCNC(=O)Oc3ccccc3)cc2)cc1, CN1CCNCC1, CN(C)C=O. The reactants are C(CCC)C=1NC=2C(=NC=CC2)N1 (2-butylimidazo[4,5-b]pyridine), BrC=1C(=C(C(=NC1)N)N)C (5-bromo-2,3-diamino-4-picoline). Product: BrC=1C(=C2C(=NC1)N=C(N2)CCCC)C (6-bromo-2-butyl-7-methylimidazo[4,5-b]pyridine). Reaction SMILES: [CH2:1]([C:5]1NC2C(N=1)=NC=CC=2)[CH2:2][CH2:3][CH3:4].[Br:14][C:15]1[C:16]([CH3:23])=[C:17]([NH2:22])[C:18]([NH2:21])=[N:19][CH:20]=1>>[Br:14][C:15]1[C:16]([CH3:23])=[C:17]2[NH:22][C:5]([CH2:1][CH2:2][CH2:3][CH3:4])=[N:21][C:18]2=[N:19][CH:20]=1. Procedure: The title compound was prepared according to the procedure described for the preparation of 2-butylimidazo[4,5-b]pyridine starting with 5-bromo-2,3-diamino-4-picoline. Reaction SMILES: [Cl:12][c:13]1[n:14][cH:15][c:16]([F:20])[c:17]([Cl:19])[n:18]1.[H-:11].[Na+:10].[O:22]=[CH:23][N:24]([CH3:25])[CH3:26].[OH2:21].[nH:1]1[cH:2][cH:3][c:4]2[cH:5][cH:6][cH:7][cH:8][c:9]12>>[n:1]1(-[c:17]2[c:16]([F:20])[cH:15][n:14][c:13]([Cl:12])[n:18]2)[cH:2][cH:3][c:4]2[cH:5][cH:6][cH:7][cH:8][c:9]12. The product is Fc1cnc(Cl)nc1-n1ccc2ccccc21. Reactants: Fc1cnc(Cl)nc1Cl, [H-], [Na+], CN(C)C=O, O, c1ccc2[nH]ccc2c1.